From a dataset of the Open Reaction Database (ORD), a public repository of structured organic reaction records. describe an organic reaction: reactants, conditions, products, and yield Starting materials: CCCc1nc2cc(Br)cc(C)c2[nH]1, N#CC=C1c2ccccc2CCc2cc(CBr)ccc21, O=C([O-])[O-], CCOC(C)=O, [K+], [K+], CN(C)C=O. The product is CCCc1nc2c(C)cc(Br)cc2n1Cc1ccc2c(c1)CCc1ccccc1C2=CC#N. Reaction SMILES: [Br:1][c:2]1[cH:3][c:4]([CH3:14])[c:5]2[c:6]([n:7][c:8]([CH2:10][CH2:11][CH3:12])[nH:9]2)[cH:13]1.[Br:21][CH2:22][c:23]1[cH:24][c:25]2[c:26]([cH:39][cH:40]1)[C:27](=[CH:36][C:37]#[N:38])[c:28]1[c:29]([cH:32][cH:33][cH:34][cH:35]1)[CH2:30][CH2:31]2.[C:15](=[O:16])([O-:17])[O-:18].[CH3:41][CH2:42][O:43][C:44](=[O:45])[CH3:46].[K+:19].[K+:20].[O:47]=[CH:48][N:49]([CH3:50])[CH3:51]>>[Br:1][c:2]1[cH:3][c:4]([CH3:14])[c:5]2[c:6]([n:7]([CH2:22][c:23]3[cH:24][c:25]4[c:26]([cH:39][cH:40]3)[C:27](=[CH:36][C:37]#[N:38])[c:28]3[c:29]([cH:32][cH:33][cH:34][cH:35]3)[CH2:30][CH2:31]4)[c:8]([CH2:10][CH2:11][CH3:12])[n:9]2)[cH:13]1. The reactants are FC=1C(=C2C=CC(=NC2=CC1)C)N1C(=NC=C1)S (6-fluoro-5-(2-mercaptoimidazol-1-yl)-2-methylquinoline), [OH-].[Na+] (sodium hydroxide). The solvent is [N+](=O)(O)[O-] (nitric acid). Conditions: temperature 20 celsius, time 30 minute. Product: FC=1C(=C2C=CC(=NC2=CC1)C)N1C=NC=C1 (6-fluoro-5-(imidazol-1-yl)-2-methylquinoline). Reaction SMILES: [F:1][C:2]1[C:3]([N:13]2[CH:17]=[CH:16][N:15]=[C:14]2S)=[C:4]2[C:9](=[CH:10][CH:11]=1)[N:8]=[C:7]([CH3:12])[CH:6]=[CH:5]2.[OH-].[Na+]>[N+]([O-])(O)=O>[F:1][C:2]1[C:3]([N:13]2[CH:17]=[CH:16][N:15]=[CH:14]2)=[C:4]2[C:9](=[CH:10][CH:11]=1)[N:8]=[C:7]([CH3:12])[CH:6]=[CH:5]2 |f:1.2|. Procedure details: To a flask containing 16.2 g (0.0625 mole) of 6-fluoro-5-(2-mercaptoimidazol-1-yl)-2-methylquinoline was added with stirring 300 ml of 20% nitric acid. After stirring for 30 minutes, the mixture was heated on a steam bath for an additional 30 minutes. The solution was allowed to cool to about 20° C., then made basic (pH 8 to 10) by adding 50% aqueous sodium hydroxide while cooling with an ice bath. The solid precipitate was separated by filtration, washed with water and dried. Recrystallization ... Starting materials: CC(C)(C)OC(=O)NC(CCO)C1CCOCC1, CS(=O)(=O)Cl, ClCCl. The product is CC(C)(C)OC(=O)NC(CCOS(C)(=O)=O)C1CCOCC1. RXN SMILES: [C:1]([CH3:2])([CH3:3])([CH3:4])[O:5][C:6]([NH:7][CH:8]([CH2:9][CH2:10][OH:11])[CH:12]1[CH2:13][CH2:14][O:15][CH2:16][CH2:17]1)=[O:18].[CH3:19][S:20]([Cl:21])(=[O:22])=[O:23].[Cl:24][CH2:25][Cl:26]>>[C:1]([CH3:2])([CH3:3])([CH3:4])[O:5][C:6]([NH:7][CH:8]([CH2:9][CH2:10][O:11][S:20]([CH3:19])(=[O:22])=[O:23])[CH:12]1[CH2:13][CH2:14][O:15][CH2:16][CH2:17]1)=[O:18]. Reactants: C(C)OC(=O)N(CCC(=O)OCC)CC(=O)OCC (ethyl N-(ethoxycarbonyl)-N-(2-ethoxy-2-oxoethyl)-β-alaninate), CC[O-].[Na+] (NaOEt). The solvent is CCO (EtOH). Reaction conditions: temperature 80 celsius. Product: O=C1C(CN(C1)C(=O)OCC)C(=O)OCC (diethyl 4-oxopyrrolidine-1,3-dicarboxylate), solid. RXN SMILES: [CH2:1]([O:3][C:4]([N:6]([CH2:14][C:15]([O:17]CC)=O)[CH2:7][CH2:8][C:9]([O:11][CH2:12][CH3:13])=[O:10])=[O:5])[CH3:2].CC[O-].[Na+]>CCO>[O:17]=[C:15]1[CH2:14][N:6]([C:4]([O:3][CH2:1][CH3:2])=[O:5])[CH2:7][CH:8]1[C:9]([O:11][CH2:12][CH3:13])=[O:10] |f:1.2|. Reported procedure: Intermediate (e) (18.0 g, 65.2 mmol) was added to an ice bath cooled solution of NaOEt (32.6 mL) (21% by weight in EtOH) in absolute EtOH (41.7 mL) under a nitrogen atmosphere. The ice bath was removed and the mixture was heated at 80° C. for about 12 h until the condensation was complete as observed by TLC. The mixture was poured onto ice/water and extracted into EtOAc. The solvent was dried with Na2SO4, filtered, and evaporated to afford crude intermediate (f) as an off white solid (14.05 g) w... The reactants are O (water), NC1(C(NC2=CC=C(C=C12)Cl)=O)C1=CC=CC=C1 (3-amino-5-chloro-1,3-dihydro-3-phenylindol-2-one), COC1=C(C=CC(=C1)OC)S(=O)(=O)Cl (2,4-dimethoxybenzenesulfonyl chloride), [H-].[Na+] (sodium hydride). Run in CN(C)C=O (DMF). Conditions: time 20 minute. Product: NC1(C(N(C2=CC=C(C=C12)Cl)S(=O)(=O)C1=C(C=C(C=C1)OC)OC)=O)C1=CC=CC=C1 (3-Amino-5-chloro-1,3-dihydro-1-(2,4-dimethoxybenzenesulfonyl)-3-phenylindol-2-one). Reaction SMILES: [NH2:1][C:2]1([C:13]2[CH:18]=[CH:17][CH:16]=[CH:15][CH:14]=2)[C:10]2[C:5](=[CH:6][CH:7]=[C:8]([Cl:11])[CH:9]=2)[NH:4][C:3]1=[O:12].[H-].[Na+].[CH3:21][O:22][C:23]1[CH:28]=[C:27]([O:29][CH3:30])[CH:26]=[CH:25][C:24]=1[S:31](Cl)(=[O:33])=[O:32].O>CN(C=O)C>[NH2:1][C:2]1([C:13]2[CH:18]=[CH:17][CH:16]=[CH:15][CH:14]=2)[C:10]2[C:5](=[CH:6][CH:7]=[C:8]([Cl:11])[CH:9]=2)[N:4]([S:31]([C:24]2[CH:25]=[CH:26][C:27]([O:29][CH3:30])=[CH:28][C:23]=2[O:22][CH3:21])(=[O:33])=[O:32])[C:3]1=[O:12] |f:1.2|. Reported procedure: A solution of 0.3 g of 3-amino-5-chloro-1,3-dihydro-3-phenylindol-2-one in 7 ml of DMF is cooled to 0° C. under an argon atmosphere and 0.037 g of sodium hydride as an 80% dispersion in oil is added. After stirring for 20 minutes, 0.275 g of 2,4-dimethoxybenzenesulfonyl chloride is added and the reaction mixture is stirred overnight, the temperature being allowed to rise to RT. It is poured into water, extracted with AcOEt, washed with water and with a saturated solution of NaCl, dried over sodi... Procedure details: A mixture of tert-butyl[2-isobutyl-6-(5-methyl-1,3,4-oxadiazol-2-yl)-1-oxo-4-phenyl-1,2-dihydro-3-isoquinolinyl]methylcarbamate (0.20 g, 0.41 mmol) and 4N hydrogen chloride ethyl acetate solution (4 mL) was stirred for 17 h at room temperature. The reaction mixture was concentrated, the residue was washed with diisopropyl ether (5 mL×2) to give a pale yellow powder. The powder was added to aqueous saturated sodium hydrogencarbonate (30 mL), the resulting mixture was extracted with ethyl acetate-... Product: NCC=1N(C(C2=CC=C(C=C2C1C1=CC=CC=C1)C=1OC(=NN1)C)=O)CC(C)C (3-(aminomethyl)-2-isobutyl-6-(5-methyl-1,3,4-oxadiazol-2-yl)-4-phenyl-1(2H)-isoquinolinone). Starting materials: C(C)(C)(C)OC(NCC=1N(C(C2=CC=C(C=C2C1C1=CC=CC=C1)C=1OC(=NN1)C)=O)CC(C)C)=O (tert-butyl[2-isobutyl-6-(5-methyl-1,3,4-oxadiazol-2-yl)-1-oxo-4-phenyl-1,2-dihydro-3-isoquinolinyl]methylcarbamate), C(C)OC(C)=O.Cl (hydrogen chloride ethyl acetate). Run in C(O)([O-])=O.[Na+] (sodium hydrogencarbonate). Conditions: time 17 hour. Reaction SMILES: C(OC(=O)[NH:7][CH2:8][C:9]1[N:10]([CH2:32][CH:33]([CH3:35])[CH3:34])[C:11](=[O:31])[C:12]2[C:17]([C:18]=1[C:19]1[CH:24]=[CH:23][CH:22]=[CH:21][CH:20]=1)=[CH:16][C:15]([C:25]1[O:26][C:27]([CH3:30])=[N:28][N:29]=1)=[CH:14][CH:13]=2)(C)(C)C.C(OC(=O)C)C.Cl>C(=O)([O-])O.[Na+]>[NH2:7][CH2:8][C:9]1[N:10]([CH2:32][CH:33]([CH3:35])[CH3:34])[C:11](=[O:31])[C:12]2[C:17]([C:18]=1[C:19]1[CH:20]=[CH:21][CH:22]=[CH:23][CH:24]=1)=[CH:16][C:15]([C:25]1[O:26][C:27]([CH3:30])=[N:28][N:29]=1)=[CH:14][CH:13]=2 |f:1.2,3.4|. Yield: 69.1%. Product: O=C(c1cccc(OCc2ccccc2)c1OCC1CC1)c1c[nH]c2ncc(Cl)cc12. Reaction SMILES: [CH2:1]([c:2]1[cH:3][cH:4][cH:5][cH:6][cH:7]1)[O:8][c:9]1[c:10]([O:27][CH2:28][CH:29]2[CH2:30][CH2:31]2)[c:11]([CH:15]([OH:16])[c:17]2[cH:18][nH:19][c:20]3[n:21][cH:22][c:23]([Cl:26])[cH:24][c:25]23)[cH:12][cH:13][cH:14]1.[O:32]1[CH2:33][CH2:34][CH2:35][CH2:36]1>>[CH2:1]([c:2]1[cH:3][cH:4][cH:5][cH:6][cH:7]1)[O:8][c:9]1[c:10]([O:27][CH2:28][CH:29]2[CH2:30][CH2:31]2)[c:11]([C:15](=[O:16])[c:17]2[cH:18][nH:19][c:20]3[n:21][cH:22][c:23]([Cl:26])[cH:24][c:25]23)[cH:12][cH:13][cH:14]1. Reactants: OC(c1cccc(OCc2ccccc2)c1OCC1CC1)c1c[nH]c2ncc(Cl)cc12, C1CCOC1.